The task is: describe an organic reaction: reactants, conditions, products, and yield. This data is from the Open Reaction Database (ORD), a public repository of structured organic reaction records. Reactants: COCOc1c(C)cc(-c2ccc(C(=O)OC)cc2)cc1C, [Na+], [OH-]. Yields the product COCOc1c(C)cc(-c2ccc(C(=O)O)cc2)cc1C. RXN SMILES: [CH3:1][O:2][CH2:3][O:4][c:5]1[c:6]([CH3:22])[cH:7][c:8](-[c:12]2[cH:13][cH:14][c:15]([C:18](=[O:19])[O:20][CH3:21])[cH:16][cH:17]2)[cH:9][c:10]1[CH3:11].[Na+:24].[OH-:23]>>[CH3:1][O:2][CH2:3][O:4][c:5]1[c:6]([CH3:22])[cH:7][c:8](-[c:12]2[cH:13][cH:14][c:15]([C:18](=[O:19])[OH:20])[cH:16][cH:17]2)[cH:9][c:10]1[CH3:11]. The reactants are C(=O)C1=CC=C(C=C1)C#CC1=CC=C(C(=O)N([C@@](C(=O)NC)(C(=O)NOC2OCCCC2)C)C)C=C1 ((2S)-2-[{4-[(4-formylphenyl)ethynyl]benzoyl}(methyl)amino]-N,2-dimethyl-N′-(tetrahydro-2H-pyran-2-yloxy)propanediamide), Cl.COCCOC1CNC1 (3-(2-methoxyethoxy)azetidine hydrochloride). Product: COCCOC1CN(C1)CC1=CC=C(C=C1)C#CC1=CC=C(C(=O)N([C@@](C(=O)NC)(C(=O)NOC2OCCCC2)C)C)C=C1 ((2S)-2-[{4-[(4-{[3-(2-methoxyethoxy)azetidin-1-yl]methyl}phenyl)ethynyl]benzoyl}(methyl)amino]-N,2-dimethyl-N′-(tetrahydro-2H-pyran-2-yloxy)propanediamide). RXN SMILES: [CH:1]([C:3]1[CH:8]=[CH:7][C:6]([C:9]#[C:10][C:11]2[CH:36]=[CH:35][C:14]([C:15]([N:17]([CH3:34])[C@:18]([CH3:33])([C:23]([NH:25][O:26][CH:27]3[CH2:32][CH2:31][CH2:30][CH2:29][O:28]3)=[O:24])[C:19]([NH:21][CH3:22])=[O:20])=[O:16])=[CH:13][CH:12]=2)=[CH:5][CH:4]=1)=O.Cl.[CH3:38][O:39][CH2:40][CH2:41][O:42][CH:43]1[CH2:46][NH:45][CH2:44]1>>[CH3:38][O:39][CH2:40][CH2:41][O:42][CH:43]1[CH2:46][N:45]([CH2:1][C:3]2[CH:4]=[CH:5][C:6]([C:9]#[C:10][C:11]3[CH:12]=[CH:13][C:14]([C:15]([N:17]([CH3:34])[C@:18]([CH3:33])([C:23]([NH:25][O:26][CH:27]4[CH2:32][CH2:31][CH2:30][CH2:29][O:28]4)=[O:24])[C:19]([NH:21][CH3:22])=[O:20])=[O:16])=[CH:35][CH:36]=3)=[CH:7][CH:8]=2)[CH2:44]1 |f:1.2|. Procedure: From (2S)-2-[{4-[(4-formylphenyl)ethynyl]benzoyl}(methyl)amino]-N,2-dimethyl-N′-(tetrahydro-2H-pyran-2-yloxy)propanediamide (0.12 g) as obtained in Example 16-(1) and 3-(2-methoxyethoxy)azetidine hydrochloride (60 mg), (2S)-2-[{4-[(4-{[3-(2-methoxyethoxy)azetidin-1-yl]methyl}phenyl)ethynyl]benzoyl}(methyl)amino]-N,2-dimethyl-N′-(tetrahydro-2H-pyran-2-yloxy)propanediamide (yellow oil) was obtained (0.10 g, 69%) in the same manner as in Example 16-1-(3). The reactants are FC1=C(C(=O)NC=2C(=NNC2)C2=NC3=C(N2)C=CC(=C3)C(=O)O)C(=CC=C1)F (2-[4-(2,6-difluoro-benzoylamino)-1H-pyrazol-3-yl]-1H-benzimidazole-5-carboxylic acid), CN1CCNCC1 (1-methyl-piperazine), C(CCl)Cl (EDC), C=1C=CC2=C(C1)N=NN2O (HOBt). Run in CN(C)C=O (DMF), CCOC(=O)C (EtOAc). Run at time 14 hour. Yields the product FC1=C(C(=O)NC=2C(=NNC2)C2=NC3=C(N2)C=CC(=C3)C(=O)N3CCN(CC3)C)C(=CC=C1)F (2,6-difluoro-N-{3-[5-(4-methyl-piperazine-1-carbonyl)-1H-benzimidazol-2-yl]-1H-pyrazol-4-yl}-benzamide). Yield: 26.5%. RXN SMILES: [F:1][C:2]1[CH:27]=[CH:26][CH:25]=[C:24]([F:28])[C:3]=1[C:4]([NH:6][C:7]1[C:8]([C:12]2[NH:16][C:15]3[CH:17]=[CH:18][C:19]([C:21]([OH:23])=O)=[CH:20][C:14]=3[N:13]=2)=[N:9][NH:10][CH:11]=1)=[O:5].[CH3:29][N:30]1[CH2:35][CH2:34][NH:33][CH2:32][CH2:31]1.C(Cl)CCl.C1C=CC2N(O)N=NC=2C=1>CN(C=O)C.CCOC(C)=O>[F:1][C:2]1[CH:27]=[CH:26][CH:25]=[C:24]([F:28])[C:3]=1[C:4]([NH:6][C:7]1[C:8]([C:12]2[NH:16][C:15]3[CH:17]=[CH:18][C:19]([C:21]([N:33]4[CH2:34][CH2:35][N:30]([CH3:29])[CH2:31][CH2:32]4)=[O:23])=[CH:20][C:14]=3[N:13]=2)=[N:9][NH:10][CH:11]=1)=[O:5]. Reported procedure: A mixture of 2-[4-(2,6-difluoro-benzoylamino)-1H-pyrazol-3-yl]-1H-benzimidazole-5-carboxylic acid (115 mg, 0.30 mmol), 1-methyl-piperazine (50.0 μL, 0.45 mmol), EDC (104 mg, 0.54 mmol) and HOBt (73.0 mg, 0.54 mmol) in DMF (5 ml) was stirred at ambient temperature for 14 h. The residue was reduced in vacuo, taken up in EtOAc and washed with water and brine, dried (MgSO4) and reduced in vacuo to give 2,6-difluoro-N-{3-[5-(4-methyl-piperazine-1-carbonyl)-1H-benzimidazol-2-yl]-1H-pyrazol-4-yl}-benza... As a reaction SMILES: [CH3:1][C:2]1[N:6]([C:7]2[CH:12]=[CH:11][CH:10]=[CH:9][CH:8]=2)[C:5]([NH:13][C:14]2[CH:19]=[CH:18][CH:17]=[CH:16][CH:15]=2)=[N:4][CH:3]=1.[CH3:20][N:21]=[C:22]=[O:23]>C1C=CC=CC=1>[CH3:20][NH:21][C:22]([N:13]([C:14]1[CH:19]=[CH:18][CH:17]=[CH:16][CH:15]=1)[C:5]1[N:6]([C:7]2[CH:12]=[CH:11][CH:10]=[CH:9][CH:8]=2)[C:2]([CH3:1])=[CH:3][N:4]=1)=[O:23]. Solvent: C1=CC=CC=C1 (benzene). Product: CNC(=O)N(C=1N(C(=CN1)C)C1=CC=CC=C1)C1=CC=CC=C1 (1-methyl-3-phenyl-3-(5-methyl-1-phenyl-2-imidazolyl) urea). Procedure details: A mixture of 6.25 g (0.025 mol) of 5-methyl-1-phenyl-2-phenylamino imidazole (derivative No. 1), 1.44 g of methyl isocyanate (0.025 mol) and 20 ml of benzene are refluxed for 6 hours. After the solvent has been evaporated in vacuo, the residue is taken up in ether, filtered, and recrystallized from a mixture of isopropanol/isopropyl ether. 4.55 g of greyish-beige crystals are obtained in a yield of 59.5%, melting point 147° C measured by Koefler's block. The yield is 59.4%. Starting materials: CC1=CN=C(N1C1=CC=CC=C1)NC1=CC=CC=C1 (5-methyl-1-phenyl-2-phenylamino imidazole), CN=C=O (methyl isocyanate). Starting materials: CC(=O)OCC(C)n1ccc2c(C(=O)NCC3(O)CC4CCC3C4)c(Cl)ccc2c1=O, O=C([O-])[O-], CO, [K+], [K+]. Yields the product CC(CO)n1ccc2c(C(=O)NCC3(O)CC4CCC3C4)c(Cl)ccc2c1=O. Reaction SMILES: [C:1](=[O:2])([CH3:3])[O:4][CH2:5][CH:6]([CH3:7])[n:8]1[c:9](=[O:31])[c:10]2[cH:11][cH:12][c:13]([Cl:30])[c:14]([C:18]([NH:19][CH2:20][C:21]3([OH:28])[CH:22]4[CH2:23][CH2:24][CH:25]([CH2:26]3)[CH2:27]4)=[O:29])[c:15]2[cH:16][cH:17]1.[C:32](=[O:33])([O-:34])[O-:35].[CH3:38][OH:39].[K+:36].[K+:37]>>[OH:4][CH2:5][CH:6]([CH3:7])[n:8]1[c:9](=[O:31])[c:10]2[cH:11][cH:12][c:13]([Cl:30])[c:14]([C:18]([NH:19][CH2:20][C:21]3([OH:28])[CH:22]4[CH2:23][CH2:24][CH:25]([CH2:26]3)[CH2:27]4)=[O:29])[c:15]2[cH:16][cH:17]1.